Task: describe an organic reaction: reactants, conditions, products, and yield. Dataset: the Open Reaction Database (ORD), a public repository of structured organic reaction records Yields the product C1(=CC=CC=C1)C(C1=CC=CC=C1)=NCCCO (3-[(Diphenylmethylene)amino]propan-1-ol). Conditions: temperature 25 celsius, time 16 hour. Reaction SMILES: [NH2:1][CH2:2][CH2:3][CH2:4][OH:5].[C:6](=N)([C:13]1[CH:18]=[CH:17][CH:16]=[CH:15][CH:14]=1)[C:7]1[CH:12]=[CH:11][CH:10]=[CH:9][CH:8]=1>ClCCl>[C:7]1([C:6](=[N:1][CH2:2][CH2:3][CH2:4][OH:5])[C:13]2[CH:14]=[CH:15][CH:16]=[CH:17][CH:18]=2)[CH:12]=[CH:11][CH:10]=[CH:9][CH:8]=1. The yield is 101.3%. The reactants are NCCCO (3-amino-1-propanol), C(C1=CC=CC=C1)(C1=CC=CC=C1)=N (benzophenone imine). Solvent: ClCCl (dichloromethane). Reported procedure: A solution of 3-amino-1-propanol [Aldrich product #A76400] (2.0 mL, 26 mmol) in dichloromethane (79 mL) was treated with benzophenone imine (4.4 mL, 26 mmol) and stirred at 25° C. for 16 h. The reaction mixture was filtered and the filtrate was concentrated to give the desired product (6.3 g, quantitative) as an oil. This material was used without further purification. LCMS for C16H18NO (M+H)+: m/z=240.2. Starting materials: B, COc1ccc(-c2[nH]c3ccccc3c2CCNC(=O)Cc2ccc([N+](=O)[O-])cc2)cc1OC, C1CCOC1. Yields the product COc1ccc(-c2[nH]c3ccccc3c2CCNCCc2ccc([N+](=O)[O-])cc2)cc1OC. RXN SMILES: [BH3:35].[CH3:1][O:2][c:3]1[cH:4][c:5](-[c:11]2[nH:12][c:13]3[cH:14][cH:15][cH:16][cH:17][c:18]3[c:19]2[CH2:20][CH2:21][NH:22][C:23]([CH2:24][c:25]2[cH:26][cH:27][c:28]([N+:31](=[O:32])[O-:33])[cH:29][cH:30]2)=[O:34])[cH:6][cH:7][c:8]1[O:9][CH3:10].[O:36]1[CH2:37][CH2:38][CH2:39][CH2:40]1>>[CH3:1][O:2][c:3]1[cH:4][c:5](-[c:11]2[nH:12][c:13]3[cH:14][cH:15][cH:16][cH:17][c:18]3[c:19]2[CH2:20][CH2:21][NH:22][CH2:23][CH2:24][c:25]2[cH:26][cH:27][c:28]([N+:31](=[O:32])[O-:33])[cH:29][cH:30]2)[cH:6][cH:7][c:8]1[O:9][CH3:10]. Starting materials: BrC1=CSC=2C=NNC(C21)=O (3-bromo-5H-thieno[2,3-d]-pyridazin-4-one), N1=C(C=CC=C1)CCO (2-pyridin-2-yl-ethanol). Product: BrC1=CSC=2C=NN(C(C21)=O)CCC2=NC=CC=C2 (3-Bromo-5-(2-pyridin-2-yl-ethyl)-5H-thieno[2,3-d]pyridazin-4-one). Yield: 76.3%. As a reaction SMILES: [Br:1][C:2]1[C:10]2[C:9](=[O:11])[NH:8][N:7]=[CH:6][C:5]=2[S:4][CH:3]=1.[N:12]1[CH:17]=[CH:16][CH:15]=[CH:14][C:13]=1[CH2:18][CH2:19]O>>[Br:1][C:2]1[C:10]2[C:9](=[O:11])[N:8]([CH2:19][CH2:18][C:13]3[CH:14]=[CH:15][CH:16]=[CH:17][N:12]=3)[N:7]=[CH:6][C:5]=2[S:4][CH:3]=1. Reported procedure: The title compound was prepared in analogy to the process described in Example 3.4 starting from 3-bromo-5H-thieno[2,3-d]-pyridazin-4-one and 2-pyridin-2-yl-ethanol. Yield: 76.3%. Starting materials: Example 145 ( i ), C(C1=CC=CC=C1)OCCCOC1=CC(N(C=C1)C1C(CN(CC1)C(=O)OC(C)(C)C)OCC1=CC2=CC=CC=C2C=C1)=O (tert-butyl (3'RS,4'RS)-4-(3-benzyloxy-propoxy)-3'-(naphthalen-2-ylmethoxy)-2-oxo-3',4',5',6'-tetrahydro-2H,2'H-[1,4']bipyridine-1'-carboxylate), FC(C(=O)O)(F)F (trifluoroacetic acid). The product is FC(C(=O)O)(F)F.C(C1=CC=CC=C1)OCCCOC1=CC(N(C=C1)C1C(CNCC1)OCC1=CC2=CC=CC=C2C=C1)=O ((3'RS,4'RS)-4-(3-benzyloxy-propoxy)-3'-(naphthalen-2-ylmethoxy)-1',2',3',4',5',6'-hexahydro-[1,4']bipyridin-2-one trifluoroacetate). As a reaction SMILES: [CH2:1]([O:8][CH2:9][CH2:10][CH2:11][O:12][C:13]1[CH:18]=[CH:17][N:16]([CH:19]2[CH2:24][CH2:23][N:22](C(OC(C)(C)C)=O)[CH2:21][CH:20]2[O:32][CH2:33][C:34]2[CH:43]=[CH:42][C:41]3[C:36](=[CH:37][CH:38]=[CH:39][CH:40]=3)[CH:35]=2)[C:15](=[O:44])[CH:14]=1)[C:2]1[CH:7]=[CH:6][CH:5]=[CH:4][CH:3]=1.[F:45][C:46]([F:51])([F:50])[C:47]([OH:49])=[O:48]>>[F:45][C:46]([F:51])([F:50])[C:47]([OH:49])=[O:48].[CH2:1]([O:8][CH2:9][CH2:10][CH2:11][O:12][C:13]1[CH:18]=[CH:17][N:16]([CH:19]2[CH2:24][CH2:23][NH:22][CH2:21][CH:20]2[O:32][CH2:33][C:34]2[CH:43]=[CH:42][C:41]3[C:36](=[CH:37][CH:38]=[CH:39][CH:40]=3)[CH:35]=2)[C:15](=[O:44])[CH:14]=1)[C:2]1[CH:3]=[CH:4][CH:5]=[CH:6][CH:7]=1 |f:2.3|. Reported procedure: In an analogous manner to that described in Example 145 (i), from tert-butyl (3'RS,4'RS)-4-(3-benzyloxy-propoxy)-3'-(naphthalen-2-ylmethoxy)-2-oxo-3',4',5',6'-tetrahydro-2H,2'H-[1,4']bipyridine-1'-carboxylate by cleavage of the BOC group by means of trifluoroacetic acid there was obtained (3'RS,4'RS)-4-(3-benzyloxy-propoxy)-3'-(naphthalen-2-ylmethoxy)-1',2',3',4',5',6'-hexahydro-[1,4']bipyridin-2-one trifluoroacetate as a colourless solid; MS: 499 (M+H)+.